From a dataset of the Open Reaction Database (ORD), a public repository of structured organic reaction records. describe an organic reaction: reactants, conditions, products, and yield Starting materials: ClCCCOC1=CC=C(C=C1)C=1N=C2N(C=CC=C2C)C1 (2-(4-chloropropoxyphenyl)-8-methylimidazo[1,2-a]pyridine), C(CC1=CC=CC=C1)N1CCNCC1 (N-phenethylpiperazine), C(CCC)NCCCC (dibutylamine). Yields the product C(CC1=CC=CC=C1)N1CCN(CC1)CCCOC1=CC=C(C=C1)C=1N=C2N(C=CC=C2C)C1 (2-[4-[3-(4-Phenethylpiperazino)propoxy]phenyl]-8-methylimidazo[1,2-a]pyridine). Reaction SMILES: Cl[CH2:2][CH2:3][CH2:4][O:5][C:6]1[CH:11]=[CH:10][C:9]([C:12]2[N:13]=[C:14]3[C:19]([CH3:20])=[CH:18][CH:17]=[CH:16][N:15]3[CH:21]=2)=[CH:8][CH:7]=1.[CH2:22]([N:30]1[CH2:35][CH2:34][NH:33][CH2:32][CH2:31]1)[CH2:23][C:24]1[CH:29]=[CH:28][CH:27]=[CH:26][CH:25]=1.C(NCCCC)CCC>>[CH2:22]([N:30]1[CH2:31][CH2:32][N:33]([CH2:2][CH2:3][CH2:4][O:5][C:6]2[CH:11]=[CH:10][C:9]([C:12]3[N:13]=[C:14]4[C:19]([CH3:20])=[CH:18][CH:17]=[CH:16][N:15]4[CH:21]=3)=[CH:8][CH:7]=2)[CH2:34][CH2:35]1)[CH2:23][C:24]1[CH:25]=[CH:26][CH:27]=[CH:28][CH:29]=1. Procedure details: This compound was prepared according to the procedure described in Example 1 of U.S. Pat. No. 4,727,145. using 2-(4-chloropropoxyphenyl)-8-methylimidazo[1,2-a]pyridine and N-phenethylpiperazine instead of 2-(4-chloropropoxyphenyl)-imidazo[1,2-a]pyridine and dibutylamine respectively. Starting materials: [Br-].C(#N)CCCC[Zn+] (4-cyanobutylzinc bromide), Cl (HCl), ClC1=CC=C(N=N1)NC(CC1=CC=CC=C1)=O (N-(6-chloropyridazin-3-yl)-2-phenylacetamide), ( g ). The reagents and catalysts are Cl[Ni]1([P](CCC[P](C2=CC=CC=C2)1C3=CC=CC=C3)(C4=CC=CC=C4)C5=CC=CC=C5)Cl (NiCl2(dppp)). Solvent: CCOC(=O)C (EtOAc), C(C)(=O)OCC (Ethyl acetate). Reaction conditions: temperature 19 celsius, time 240 minute. The product is C(#N)CCCCC1=CC=C(N=N1)NC(CC1=CC=CC=C1)=O (N-(6-(4-cyanobutyl)pyridazin-3-yl)-2-phenylacetamide). The yield is 60.2%. RXN SMILES: [Br-].[C:2]([CH2:4][CH2:5][CH2:6][CH2:7][Zn+])#[N:3].Cl[C:10]1[N:15]=[N:14][C:13]([NH:16][C:17](=[O:25])[CH2:18][C:19]2[CH:24]=[CH:23][CH:22]=[CH:21][CH:20]=2)=[CH:12][CH:11]=1.Cl>CCOC(C)=O.Cl[Ni]1(Cl)[P](C2C=CC=CC=2)(C2C=CC=CC=2)CCC[P]1(C1C=CC=CC=1)C1C=CC=CC=1>[C:2]([CH2:4][CH2:5][CH2:6][CH2:7][C:10]1[N:15]=[N:14][C:13]([NH:16][C:17](=[O:25])[CH2:18][C:19]2[CH:20]=[CH:21][CH:22]=[CH:23][CH:24]=2)=[CH:12][CH:11]=1)#[N:3] |f:0.1,^1:35,51|. Procedure details: A 1000 mL three-neck flask fitted with internal temperature probe and addition funnel was flushed with Ar(g). Under positive Argon pressure 4-cyanobutylzinc bromide (0.5M in THF, 500 mL, 250 mmol) was charged into the addition funnel then added to the reaction vessel at room temperature. Solid N-(6-chloropyridazin-3-yl)-2-phenylacetamide (20.6 g, 83.3 mmol) was added to the stirred solution at RT under Ar(g) flow, followed by the addition of NiCl2(dppp) (4.52 g, 8.33 mmol). The resulting mixture... Reactants: CCO, CC(C)I, O=C(O)c1cc(F)c(F)c(O)c1F, [Na+], [OH-], O. The product is CC(C)Oc1c(F)c(F)cc(C(=O)O)c1F. Reaction SMILES: [CH3:21][CH2:22][OH:23].[CH:14]([CH3:15])([CH3:16])[I:17].[F:1][c:2]1[c:3]([C:4](=[O:5])[OH:6])[cH:7][c:8]([F:13])[c:9]([F:12])[c:10]1[OH:11].[Na+:20].[OH-:19].[OH2:18]>>[F:1][c:2]1[c:3]([C:4](=[O:5])[OH:6])[cH:7][c:8]([F:13])[c:9]([F:12])[c:10]1[O:11][CH:14]([CH3:15])[CH3:16]. The solvent is CN(C=O)C (dimethylformamide), CN(C=O)C (dimethylformamide). Product: COC(=O)C1=NC(=C(C=C1)SCC1=CC(=CC=C1)C(F)(F)F)C (6-methyl-5-(m-trifluoromethylbenzylmercapto)-pyridine-2-carboxylic acid methyl ester). Procedure: To the stirred suspension of 1.08 g of sodium hydride in 25 ml of dimethylformamide the solution of 9.0 g of m-trifluoromethylbenzylmercaptan in 50 ml of dimethylformamide is added during 3 minutes and the mixture stirred for 10 minutes. It is combined with 7.75 g of 6-methyl-5-nitropyridine-2-carboxylic acid methyl ester and the whole stirred on the steam bath for 30 minutes and allowed to stand overnight at room temperature. 2 ml of acetic acid are added and the solution is mixed with ice wate... As a reaction SMILES: [H-].[Na+].[F:3][C:4]([F:14])([F:13])[C:5]1[CH:6]=[C:7]([CH:10]=[CH:11][CH:12]=1)[CH2:8][SH:9].[CH3:15][O:16][C:17]([C:19]1[CH:24]=[CH:23][C:22]([N+]([O-])=O)=[C:21]([CH3:28])[N:20]=1)=[O:18].C(O)(=O)C>CN(C)C=O>[CH3:15][O:16][C:17]([C:19]1[CH:24]=[CH:23][C:22]([S:9][CH2:8][C:7]2[CH:10]=[CH:11][CH:12]=[C:5]([C:4]([F:13])([F:14])[F:3])[CH:6]=2)=[C:21]([CH3:28])[N:20]=1)=[O:18] |f:0.1|. Conditions: time 10 minute. Reactants: [H-].[Na+] (sodium hydride), FC(C=1C=C(CS)C=CC1)(F)F (m-trifluoromethylbenzylmercaptan), C(C)(=O)O (acetic acid), ice water, COC(=O)C1=NC(=C(C=C1)[N+](=O)[O-])C (6-methyl-5-nitropyridine-2-carboxylic acid methyl ester). Reactants: ClC1=CC=C(C(=N1)CO)C(C)(C)O (2-[6-Chloro-2-(hydroxymethyl)pyridin-3-yl]propan-2-ol), C(CCC)[Li] (n-Butyllithium), C1(=CC=C(C=C1)S(=O)(=O)Cl)C (p-Toluenesulfonylchloride). Run in O1CCCC1 (tetrahydrofuran). Run at time 30 minute. Yields the product ClC1=CC=C2C(=N1)COC2(C)C (2-Chloro-5,5-dimethyl-5,7-dihydrofuro[3,4-b]pyridine). Reaction SMILES: [Cl:1][C:2]1[N:7]=[C:6]([CH2:8]O)[C:5]([C:10]([OH:13])([CH3:12])[CH3:11])=[CH:4][CH:3]=1.C([Li])CCC.C1(C)C=CC(S(Cl)(=O)=O)=CC=1>O1CCCC1>[Cl:1][C:2]1[N:7]=[C:6]2[CH2:8][O:13][C:10]([CH3:11])([CH3:12])[C:5]2=[CH:4][CH:3]=1. Reported procedure: 2-[6-Chloro-2-(hydroxymethyl)pyridin-3-yl]propan-2-ol (200 mg, 0.99 mmol) was taken up in tetrahydrofuran (5 mL) and cooled to −78° C. n-Butyllithium (1.24 mL 011.6 M in hexanes, 1.98 mmol) was added dropwise and the mixture was allowed to stir for 30 minutes. p-Toluenesulfonylchloride (190 mg, 0.99 mmol) was then added in one portion and the mixture was allowed to warm to room temperature warm slowly to 0° C. over two hours and then left to warm to room temperature overnight. The reaction was q... Reactants: 111acetone, ClCCNC(CC1OCCCC1)=S (N-(2-Chloroethyl)-tetrahydropyran-2-ylthioacetamide), Cl.SCCN (2-mercaptoethylamine hydrochloride), [OH-].[K+] (potassium hydroxide). Solvent: O (water). Yields the product NCCSCCNC(CC1OCCCC1)=S (N-[2-(2-aminoethylthio)ethyl]-tetrahydropyran-2-ylthioacetamid e). Isolated yield 190.5%. As a reaction SMILES: Cl[CH2:2][CH2:3][NH:4][C:5](=[S:13])[CH2:6][CH:7]1[CH2:12][CH2:11][CH2:10][CH2:9][O:8]1.Cl.[SH:15][CH2:16][CH2:17][NH2:18].[OH-].[K+]>O>[NH2:18][CH2:17][CH2:16][S:15][CH2:2][CH2:3][NH:4][C:5](=[S:13])[CH2:6][CH:7]1[CH2:12][CH2:11][CH2:10][CH2:9][O:8]1 |f:1.2,3.4|. Procedure details: N-(2-Chloroethyl)-tetrahydropyran-2-ylthioacetamide (0.48 g, 2 mmol), 2-mercaptoethylamine hydrochloride (0.34 g, 3 mmol), potassium hydroxide (0.34 g, 6 mmol) methanol (5 cm3) and water (1 cm3) were mixed and heated at 75 C for 2 h. After cooling, 111acetone (50 cm3) was added and the resulting mixture filtered. Volatile components were removed from the filtrate under reduced pressure to give a pale yellow residue. This material was purified firstly by chromatography on silica using a mixture o...